describe an organic reaction: reactants, conditions, products, and yield From a dataset of the Open Reaction Database (ORD), a public repository of structured organic reaction records. Product: COc1nc2ccccc2c(OC)c1C(=O)O. Reaction SMILES: [CH3:1][O:2][c:3]1[n:4][c:5]2[cH:6][cH:7][cH:8][cH:9][c:10]2[c:11]([O:18][CH3:19])[c:12]1[C:13](=[O:14])[O:15][CH2:16][CH3:17].[ClH:20].[Na+:22].[OH-:21]>>[CH3:1][O:2][c:3]1[n:4][c:5]2[cH:6][cH:7][cH:8][cH:9][c:10]2[c:11]([O:18][CH3:19])[c:12]1[C:13](=[O:14])[OH:15]. Reactants: CCOC(=O)c1c(OC)nc2ccccc2c1OC, Cl, [Na+], [OH-]. Reactants: Cc1cc(O)c2c(n1)c(-c1ccc(-n3cccn3)cc1C)nn2C, CC#N, O=P(Cl)(Cl)Cl. The product is Cc1cc(Cl)c2c(n1)c(-c1ccc(-n3cccn3)cc1C)nn2C. As a reaction SMILES: [CH3:1][n:2]1[n:3][c:4](-[c:13]2[c:14]([CH3:24])[cH:15][c:16](-[n:19]3[n:20][cH:21][cH:22][cH:23]3)[cH:17][cH:18]2)[c:5]2[n:6][c:7]([CH3:12])[cH:8][c:9]([OH:11])[c:10]12.[CH3:30][C:31]#[N:32].[P:25]([Cl:26])([Cl:27])([Cl:28])=[O:29]>>[CH3:1][n:2]1[n:3][c:4](-[c:13]2[c:14]([CH3:24])[cH:15][c:16](-[n:19]3[n:20][cH:21][cH:22][cH:23]3)[cH:17][cH:18]2)[c:5]2[n:6][c:7]([CH3:12])[cH:8][c:9]([Cl:27])[c:10]12. Reactants: BF3 ·(C2H5)2O, B.[Na] (sodium boron hydride), FC1=C(C(=O)O)C(=C(C=C1)F)F (2,5,6-trifluorobenzoic acid), ice water. Solvent: O1CCCC1 (tetrahydrofuran), O1CCCC1 (tetrahydrofuran), O1CCCC1 (tetrahydrofuran). The product is FC1=C(CO)C(=CC=C1F)F (2,3,6-trifluorobenzyl alcohol). Yield: 102.0%. Reaction SMILES: B.[Na].[F:3][C:4]1[CH:12]=[CH:11][C:10]([F:13])=[C:9]([F:14])[C:5]=1[C:6](O)=[O:7]>O1CCCC1>[F:14][C:9]1[C:10]([F:13])=[CH:11][CH:12]=[C:4]([F:3])[C:5]=1[CH2:6][OH:7] |f:0.1,^1:1|. Procedure details: To a solution of sodium boron hydride (51.6 g) in tetrahydrofuran (500 ml) is added dropwise a solution of 2,5,6-trifluorobenzoic acid (120 g) in tetrahydrofuran (200 ml) with stirring at below 10° C., and thereto is further added dropwise a solution of BF3 ·(C2H5)2O (232 ml) in tetrahydrofuran (500 ml) under ice cooling. The mixture is stirred at room temperature overnight. The reaction mixture is poured into ice water (1.5 liter) and is extracted with diethyl ether. The extract is dried over m... The reactants are FC(C(=O)OC(C(F)(F)F)=O)(F)F (Trifluoroacetic anhydride), CC1=[N+](C=CC(=C1F)Cl)[O-] (2-methyl-3-fluoro-4-chloropyridine-N-oxide), CO (methanol). Solvent: ClCCl (dichloromethane). Conditions: time 3 day. Yields the product OCC1=NC=CC(=C1F)Cl (2-hydroxymethyl-3-fluoro-4-chloropyridine). As a reaction SMILES: FC(F)(F)C(OC(=O)C(F)(F)F)=[O:4].[CH3:14][C:15]1[C:20]([F:21])=[C:19]([Cl:22])[CH:18]=[CH:17][N+:16]=1[O-].CO>ClCCl>[OH:4][CH2:14][C:15]1[C:20]([F:21])=[C:19]([Cl:22])[CH:18]=[CH:17][N:16]=1. Reported procedure: Trifluoroacetic anhydride (16.18 ml) was added dropwise at 10°-15° to a solution of 2-methyl-3-fluoro-4-chloropyridine-N-oxide (6.17 g) in dichloromethane (50 ml). After three days at room temperature, methanol (30 ml) was added to the cooled solution. The excess solvent was removed and the residue dissolved in water. After basifying (NaOH), the solution was extracted with dichoromethane. The extracts were dried (K2CO3) and evaporated to dryness to give a solid which was purified by column chrom... Reactants: Cl.C(C1=CC=CC=C1)(C1=CC=CC=C1)[C@@H]1CNCC[C@@H]1OCC1=CC(=CC=C1)OC(F)(F)F (cis-3-Benzhydryl-4-[[3-(trifluoromethoxy)benzyl]oxy]piperidine hydrochloride), C(CC)(=O)O (propionic acid). Yields the product C(C1=CC=CC=C1)(C1=CC=CC=C1)[C@@H]1CN(CC[C@@H]1OCC1=CC(=CC=C1)OC(F)(F)F)C(CC)=O (cis-3-Benzhydryl-1-propionyl-4-[[3-(trifluoromethoxy)benzyl]oxy]piperidine). Reaction SMILES: Cl.[CH:2]([C@H:15]1[C@@H:20]([O:21][CH2:22][C:23]2[CH:28]=[CH:27][CH:26]=[C:25]([O:29][C:30]([F:33])([F:32])[F:31])[CH:24]=2)[CH2:19][CH2:18][NH:17][CH2:16]1)([C:9]1[CH:14]=[CH:13][CH:12]=[CH:11][CH:10]=1)[C:3]1[CH:8]=[CH:7][CH:6]=[CH:5][CH:4]=1.[C:34](O)(=[O:37])[CH2:35][CH3:36]>>[CH:2]([C@H:15]1[C@@H:20]([O:21][CH2:22][C:23]2[CH:28]=[CH:27][CH:26]=[C:25]([O:29][C:30]([F:33])([F:31])[F:32])[CH:24]=2)[CH2:19][CH2:18][N:17]([C:34](=[O:37])[CH2:35][CH3:36])[CH2:16]1)([C:9]1[CH:14]=[CH:13][CH:12]=[CH:11][CH:10]=1)[C:3]1[CH:4]=[CH:5][CH:6]=[CH:7][CH:8]=1 |f:0.1|. Reported procedure: The compound (27.7 mg) obtained in Example 27 and propionic acid (9.0 μl) were reacted and treated in the same manner as in the method described in Example 33 to obtain the title compound. Reaction conditions: temperature 130 celsius. Starting materials: C(C)OC1=C(C=NC2=CC3=C(C=C12)OCO3)C(=O)OCC (ethyl 4-ethoxy-6,7-methylenedioxyquinoline-3-carboxylate), C(C)Br (ethyl bromide). RXN SMILES: C([O:3][C:4]1[C:13]2[C:8](=[CH:9][C:10]3[O:16][CH2:15][O:14][C:11]=3[CH:12]=2)[N:7]=[CH:6][C:5]=1[C:17]([O:19][CH2:20][CH3:21])=[O:18])C.[CH2:22](Br)[CH3:23]>C1(C)C=CC=CC=1>[CH2:22]([N:7]1[C:8]2[C:13](=[CH:12][C:11]3[O:14][CH2:15][O:16][C:10]=3[CH:9]=2)[C:4](=[O:3])[C:5]([C:17]([O:19][CH2:20][CH3:21])=[O:18])=[CH:6]1)[CH3:23]. Procedure details: A mixture containing 25 ml of toluene, 5 g of ethyl 4-ethoxy-6,7-methylenedioxyquinoline-3-carboxylate and 5.67 g of ethyl bromide was placed in a sealed tube and heated at 130°C (bath temperature) for 30 hours. The reaction mixture was worked up as described in Example 9 and 4.93 g of ethyl 1-ethyl-6,7-methylenedioxy-4-quinolone-3-carboxylate was obtained. Yield: 98.6%. Product: C(C)N1C=C(C(C2=CC3=C(C=C12)OCO3)=O)C(=O)OCC (ethyl 1-ethyl-6,7-methylenedioxy-4-quinolone-3-carboxylate). The solvent is C1(=CC=CC=C1)C (toluene). Reactants: CC(C)(C)OC(=O)NC1CCCN(c2c(Br)cnc3c2c(NC(=O)c2cccnc2)cn3C(=O)OC(C)(C)C)C1, OB(O)C1CC1, C1CCC(P(C2CCCCC2)C2CCCCC2)CC1, [K+], [K+], [K+], CC(=O)[O-], CC(=O)[O-], O, O=P([O-])([O-])[O-], [Pd+2], Cc1ccccc1. Yields the product CC(C)(C)OC(=O)NC1CCCN(c2c(C3CC3)cnc3c2c(NC(=O)c2cccnc2)cn3C(=O)OC(C)(C)C)C1. As a reaction SMILES: [Br:1][c:2]1[c:3]([N:27]2[CH2:28][CH:29]([NH:33][C:34](=[O:35])[O:36][C:37]([CH3:38])([CH3:39])[CH3:40])[CH2:30][CH2:31][CH2:32]2)[c:4]2[c:5]([n:6][cH:7]1)[n:8]([C:20](=[O:21])[O:22][C:23]([CH3:24])([CH3:25])[CH3:26])[cH:9][c:10]2[NH:11][C:12]([c:13]1[cH:14][n:15][cH:16][cH:17][cH:18]1)=[O:19].[CH:41]1([B:44]([OH:45])[OH:46])[CH2:42][CH2:43]1.[CH:55]1([P:56]([CH:57]2[CH2:58][CH2:59][CH2:60][CH2:61][CH2:62]2)[CH:63]2[CH2:64][CH2:65][CH2:66][CH2:67][CH2:68]2)[CH2:69][CH2:70][CH2:71][CH2:72][CH2:73]1.[K+:52].[K+:53].[K+:54].[O-:83][C:84]([CH3:85])=[O:86].[O-:87][C:88]([CH3:89])=[O:90].[OH2:74].[P:47]([O-:48])([O-:49])([O-:50])=[O:51].[Pd+2:82].[c:75]1([CH3:76])[cH:77][cH:78][cH:79][cH:80][cH:81]1>>[c:2]1([CH:41]2[CH2:42][CH2:43]2)[c:3]([N:27]2[CH2:28][CH:29]([NH:33][C:34](=[O:35])[O:36][C:37]([CH3:38])([CH3:39])[CH3:40])[CH2:30][CH2:31][CH2:32]2)[c:4]2[c:5]([n:6][cH:7]1)[n:8]([C:20](=[O:21])[O:22][C:23]([CH3:24])([CH3:25])[CH3:26])[cH:9][c:10]2[NH:11][C:12]([c:13]1[cH:14][n:15][cH:16][cH:17][cH:18]1)=[O:19].